From a dataset of the Open Reaction Database (ORD), a public repository of structured organic reaction records. describe an organic reaction: reactants, conditions, products, and yield Reactants: C=C1CC(=O)O1 (diketene), C(C)OCC (diethyl ether), ice, [Mg] (magnesium), C(C)OCC (diethyl ether), BrC1=CC(=C(C=C1)Cl)Cl (1-bromo-3,4-dichlorobenzene), C(C)OCC (diethyl ether), C(C)OCC (diethyl ether), II (iodine), Cl (hydrochloric acid). The reagents and catalysts are Cl[Pd]([P](C1=CC=CC=C1)(C2=CC=CC=C2)C3=CC=CC=C3)([P](C4=CC=CC=C4)(C5=CC=CC=C5)C6=CC=CC=C6)Cl (dichlorobis(triphenylphosphine)palladium), [Cl-].[Zn+2].[Cl-] (zinc chloride). Run at time 1 hour. The product is ClC=1C=C(C=CC1Cl)C(CC(=O)OC)=C (Methyl 3-(3,4-dichlorophenyl)-3-butenoate). The yield is 62.0%. As a reaction SMILES: [Mg].II.Br[C:5]1[CH:10]=[CH:9][C:8]([Cl:11])=[C:7]([Cl:12])[CH:6]=1.[CH2:13]=[C:14]1[O:18][C:16](=[O:17])[CH2:15]1.Cl.[CH2:20](OCC)C>[Cl-].[Zn+2].[Cl-].Cl[Pd](Cl)([P](C1C=CC=CC=1)(C1C=CC=CC=1)C1C=CC=CC=1)[P](C1C=CC=CC=1)(C1C=CC=CC=1)C1C=CC=CC=1>[Cl:12][C:7]1[CH:6]=[C:5]([C:14](=[CH2:13])[CH2:15][C:16]([O:18][CH3:20])=[O:17])[CH:10]=[CH:9][C:8]=1[Cl:11] |f:6.7.8,^1:30,49|. Reported procedure: 11.31 g (0.47 mole) of magnesium flakes were added to 300 ml of diethyl ether, followed by a small amount of iodine. The mixture was then allowed to stand for 1 hour, after which a solution of 102.87 g (0.46 mole) of 1-bromo-3,4-dichlorobenzene in 150 ml of diethyl ether was slowly added dropwise. A further 150 ml of diethyl ether was added, and then 60.33 g (44.3 mmole) of anhydrous zinc chloride was slowly added and the mixture was stirred for 1 hour. 3.10 g (4.42 mmole) of dichlorobis(triphen... Product: C(C)(C)(C)OC(=O)N1[C@@H](CN([C@H](C1)CN1CCOCC1)CC(=O)N1CC(C=2C=NC(=CC21)C(CCC)(F)F)(C)C)C ((2R,5S)-4-{2-[6-(1,1-Difluoro-butyl)-3,3-dimethyl-2,3-dihydro-pyrrolo[3,2-c]pyridin-1-yl]-2-oxo-ethyl}-2-methyl-5-morpholin-4-ylmethyl-piperazine-1-carboxylic acid tert-butyl ester). Yield: 12.3%. Procedure details: A stirred solution of 6-(1,1-difluoro-butyl)-3,3-dimethyl-2,3-dihydro-1H-pyrrolo[3,2-c]pyridine (100 mg, 0.42 mmol) in DCM (5 mL) and pyridine (0.5 mL) at 0° C. was treated with chloroacetyl chloride (0.036 mL, 0.46 mmol). After 2 h the solution was treated with (2R,5S)-2-methyl-5-morpholin-4-ylmethyl-piperazine-1-carboxylic acid tert-butyl ester (124 mg, 0.42 mmol) and further pyridine (0.5 mL). After overnight stirring at room temperature no coupling had occurred: the mixture was concentrated ... Conditions: time 8 hour. Solvent: C(Cl)Cl (DCM), N1=CC=CC=C1 (pyridine), N1=CC=CC=C1 (pyridine). Reaction SMILES: [F:1][C:2]([C:7]1[N:12]=[CH:11][C:10]2[C:13]([CH3:17])([CH3:16])[CH2:14][NH:15][C:9]=2[CH:8]=1)([F:6])[CH2:3][CH2:4][CH3:5].Cl[CH2:19][C:20](Cl)=[O:21].[C:23]([O:27][C:28]([N:30]1[CH2:35][C@H:34]([CH2:36][N:37]2[CH2:42][CH2:41][O:40][CH2:39][CH2:38]2)[NH:33][CH2:32][C@H:31]1[CH3:43])=[O:29])([CH3:26])([CH3:25])[CH3:24]>C(Cl)Cl.N1C=CC=CC=1>[C:23]([O:27][C:28]([N:30]1[CH2:35][C@H:34]([CH2:36][N:37]2[CH2:38][CH2:39][O:40][CH2:41][CH2:42]2)[N:33]([CH2:19][C:20]([N:15]2[C:9]3[CH:8]=[C:7]([C:2]([F:6])([F:1])[CH2:3][CH2:4][CH3:5])[N:12]=[CH:11][C:10]=3[C:13]([CH3:16])([CH3:17])[CH2:14]2)=[O:21])[CH2:32][C@H:31]1[CH3:43])=[O:29])([CH3:26])([CH3:24])[CH3:25]. The reactants are FC(CCC)(F)C1=CC2=C(C=N1)C(CN2)(C)C (6-(1,1-difluoro-butyl)-3,3-dimethyl-2,3-dihydro-1H-pyrrolo[3,2-c]pyridine), ClCC(=O)Cl (chloroacetyl chloride), C(C)(C)(C)OC(=O)N1[C@@H](CN[C@H](C1)CN1CCOCC1)C ((2R,5S)-2-methyl-5-morpholin-4-ylmethyl-piperazine-1-carboxylic acid tert-butyl ester).